From a dataset of the Open Reaction Database (ORD), a public repository of structured organic reaction records. describe an organic reaction: reactants, conditions, products, and yield Starting materials: CCN=C=NCCCN(C)C, CCOC(C)=O, CS(C)=O, Cc1ccccc1, CC(C)C(NC(=O)Cn1c(-c2ccccc2)cc2c([nH]c3c(C=O)cccc32)c1=O)C(O)C(F)(F)F, Cl, O=C(O)C(Cl)Cl. Yields the product CC(C)C(NC(=O)Cn1c(-c2ccccc2)cc2c([nH]c3c(C=O)cccc32)c1=O)C(=O)C(F)(F)F. RXN SMILES: [CH3:38][N:39]([CH3:40])[CH2:41][CH2:42][CH2:43][N:44]=[C:45]=[N:46][CH2:47][CH3:48].[CH3:55][CH2:56][O:57][C:58](=[O:59])[CH3:60].[CH3:61][S:62]([CH3:63])=[O:64].[CH3:65][c:66]1[cH:67][cH:68][cH:69][cH:70][cH:71]1.[CH:1](=[O:2])[c:3]1[cH:4][cH:5][cH:6][c:7]2[c:8]3[c:9]([nH:10][c:11]12)[c:12](=[O:36])[n:13]([CH2:22][C:23](=[O:24])[NH:25][CH:26]([CH:27]([C:28]([F:29])([F:30])[F:31])[OH:32])[CH:33]([CH3:34])[CH3:35])[c:14](-[c:16]1[cH:17][cH:18][cH:19][cH:20][cH:21]1)[cH:15]3.[ClH:37].[OH:49][C:50]([CH:51]([Cl:52])[Cl:53])=[O:54]>>[CH:1](=[O:2])[c:3]1[cH:4][cH:5][cH:6][c:7]2[c:8]3[c:9]([nH:10][c:11]12)[c:12](=[O:36])[n:13]([CH2:22][C:23](=[O:24])[NH:25][CH:26]([C:27]([C:28]([F:29])([F:30])[F:31])=[O:32])[CH:33]([CH3:34])[CH3:35])[c:14](-[c:16]1[cH:17][cH:18][cH:19][cH:20][cH:21]1)[cH:15]3. Reactants: C(C)(C)(C)OC(=O)C1NC(C(C1C1=C(C(=CC=C1)Br)F)(C#N)C1=C(C=C(C=C1)Cl)F)CC(C)(C)C (rac-(2R,3S,4R,5S)-3-(3-bromo-2-fluoro-phenyl)-4-(4-chloro-2-fluoro-phenyl)-4-cyano-5-(2,2-dimethyl-propyl)-pyrrolidine-2-carboxylic acid tert-butyl ester), FC(C(=O)O)(F)F (trifluoroacetic acid). Run in ClCCl (dichloromethane). The product is FC(C(=O)O)(F)F.BrC=1C(=C(C=CC1)C1C(NC(C1(C#N)C1=C(C=C(C=C1)Cl)F)CC(C)(C)C)C(=O)O)F (rac-(2R,3S,4R,5S)-3-(3-bromo-2-fluoro-phenyl)-4-(4-chloro-2-fluoro-phenyl)-4-cyano-5-(2,2-dimethyl-propyl)-pyrrolidine-2-carboxylic acid trifluoroacetic acid). The yield is 95.0%. As a reaction SMILES: C([O:5][C:6]([CH:8]1[CH:12]([C:13]2[CH:18]=[CH:17][CH:16]=[C:15]([Br:19])[C:14]=2[F:20])[C:11]([C:23]2[CH:28]=[CH:27][C:26]([Cl:29])=[CH:25][C:24]=2[F:30])([C:21]#[N:22])[CH:10]([CH2:31][C:32]([CH3:35])([CH3:34])[CH3:33])[NH:9]1)=[O:7])(C)(C)C.[F:36][C:37]([F:42])([F:41])[C:38]([OH:40])=[O:39]>ClCCl>[F:36][C:37]([F:42])([F:41])[C:38]([OH:40])=[O:39].[Br:19][C:15]1[C:14]([F:20])=[C:13]([CH:12]2[C:11]([C:23]3[CH:28]=[CH:27][C:26]([Cl:29])=[CH:25][C:24]=3[F:30])([C:21]#[N:22])[CH:10]([CH2:31][C:32]([CH3:34])([CH3:35])[CH3:33])[NH:9][CH:8]2[C:6]([OH:7])=[O:5])[CH:18]=[CH:17][CH:16]=1 |f:3.4|. Reported procedure: In a manner similar to the method described in Example 1d, rac-(2R,3S,4R,5S)-3-(3-bromo-2-fluoro-phenyl)-4-(4-chloro-2-fluoro-phenyl)-4-cyano-5-(2,2-dimethyl-propyl)-pyrrolidine-2-carboxylic acid tert-butyl ester prepared in Example 63b (2 g, 3.5 mmol) was reacted with trifluoroacetic acid in dichloromethane at room temperature to give rac-(2R,3S,4R,5S)-3-(3-bromo-2-fluoro-phenyl)-4-(4-chloro-2-fluoro-phenyl)-4-cyano-5-(2,2-dimethyl-propyl)-pyrrolidine-2-carboxylic acid trifluoroacetic acid as a... Reactants: CC(C)C(C(=O)Nc1ccc(C(=O)NOCc2ccccc2)cc1)c1ccccc1, C1CCOC1, CO, [H][H]. Product: CC(C)C(C(=O)Nc1ccc(C(=O)NO)cc1)c1ccccc1. As a reaction SMILES: [CH2:1]([c:2]1[cH:3][cH:4][cH:5][cH:6][cH:7]1)[O:8][NH:9][C:10]([c:11]1[cH:12][cH:13][c:14]([NH:17][C:18]([CH:19]([CH:20]([CH3:21])[CH3:22])[c:23]2[cH:24][cH:25][cH:26][cH:27][cH:28]2)=[O:29])[cH:15][cH:16]1)=[O:30].[CH2:35]1[O:36][CH2:37][CH2:38][CH2:39]1.[CH3:33][OH:34].[H:31][H:32]>>[OH:8][NH:9][C:10]([c:11]1[cH:12][cH:13][c:14]([NH:17][C:18]([CH:19]([CH:20]([CH3:21])[CH3:22])[c:23]2[cH:24][cH:25][cH:26][cH:27][cH:28]2)=[O:29])[cH:15][cH:16]1)=[O:30]. Reactants: ClC1=CC=C(C=C1)N1C(C(=NC2=CC=CC=C12)NCCN(CC)CC)=O (1-(4-Chlorophenyl)-1,2-dihydro-3-(N,N-diethylamino)ethylaminoquinoxalin-2-one). Run in C(Cl)(Cl)Cl (chloroform). Product: Cl.Cl.ClC1=CC=C(C=C1)N1C(C(=NC2=CC=CC=C12)NCCN(CC)CC)=O (1-(4-Chlorophenyl)-1,2-dihydro-3-(N,N-diethylamino)ethylaminoquinoxalin-2-one dihydrochloride). Reaction SMILES: [Cl:1][C:2]1[CH:7]=[CH:6][C:5]([N:8]2[C:17]3[C:12](=[CH:13][CH:14]=[CH:15][CH:16]=3)[N:11]=[C:10]([NH:18][CH2:19][CH2:20][N:21]([CH2:24][CH3:25])[CH2:22][CH3:23])[C:9]2=[O:26])=[CH:4][CH:3]=1>C(Cl)(Cl)Cl>[ClH:1].[ClH:1].[Cl:1][C:2]1[CH:7]=[CH:6][C:5]([N:8]2[C:17]3[C:12](=[CH:13][CH:14]=[CH:15][CH:16]=3)[N:11]=[C:10]([NH:18][CH2:19][CH2:20][N:21]([CH2:24][CH3:25])[CH2:22][CH3:23])[C:9]2=[O:26])=[CH:4][CH:3]=1 |f:2.3.4|. Procedure: 1-(4-Chlorophenyl)-1,2-dihydro-3-(N,N-diethylamino)ethylaminoquinoxalin-2-one (5.0 g) was dissolved in chloroform (150 ml) and dry hydrogen chloride was bubbled through the solution for 10 minutes. The precipitate was dried and recrystallised from ethanol giving the title compound mp >240° C.